From a dataset of the Open Reaction Database (ORD), a public repository of structured organic reaction records. describe an organic reaction: reactants, conditions, products, and yield Reactants: FC(C=1C=CC(=NC1)OC1=CC=C(C=C1)O)(F)F (4-(5-trifluoromethyl-pyridin-2-yloxy)-phenol), [I-].C[N+]1=CN(C=C1)C(=O)N1C(CCCC1)C (1-methyl-3-(2-methyl-piperidine-1-carbonyl)-3H-imidazol-1-ium iodide). The product is FC(C=1C=CC(=NC1)OC1=CC=C(C=C1)OC(=O)N1C(CCCC1)C)(F)F (2-Methyl-piperidine-1-carboxylic acid 4-(5-trifluoromethyl-pyridin-2-yloxy)-phenyl ester). RXN SMILES: [F:1][C:2]([F:18])([F:17])[C:3]1[CH:4]=[CH:5][C:6]([O:9][C:10]2[CH:15]=[CH:14][C:13]([OH:16])=[CH:12][CH:11]=2)=[N:7][CH:8]=1.[I-].C[N+]1C=CN([C:26]([N:28]2[CH2:33][CH2:32][CH2:31][CH2:30][CH:29]2[CH3:34])=[O:27])C=1>>[F:18][C:2]([F:1])([F:17])[C:3]1[CH:4]=[CH:5][C:6]([O:9][C:10]2[CH:11]=[CH:12][C:13]([O:16][C:26]([N:28]3[CH2:33][CH2:32][CH2:31][CH2:30][CH:29]3[CH3:34])=[O:27])=[CH:14][CH:15]=2)=[N:7][CH:8]=1 |f:1.2|. Procedure details: The title compound was prepared from 4-(5-trifluoromethyl-pyridin-2-yloxy)-phenol and 1-methyl-3-(2-methyl-piperidine-1-carbonyl)-3H-imidazol-1-ium iodide. The crude product was purified by flash chromatography using a Quad flash 25 (ethyl acetate/heptane (1:6), (71%, white crystals). HPLC-MS m/z=381.1 (M+1), Rt: 5.2 min. Starting materials: C(N)(=O)C=1OC2=C(C(C1)=O)C=CC(=C2)C (2-carbamyl-7-methyl-4-oxo-4H-1-benzopyran), P(=O)(Cl)(Cl)Cl (phosphorus oxychloride), ice water. Solvent: CN(C=O)C (dimethylformamide). Run at temperature 0 celsius, time 30 minute. Yields the product C(#N)C=1OC2=C(C(C1)=O)C=CC(=C2)C (2-cyano-7-methyl-4-oxo-4H-1-benzopyran). Isolated yield 70.5%. RXN SMILES: P(Cl)(Cl)(Cl)=O.[C:6]([C:9]1[O:10][C:11]2[CH:19]=[C:18]([CH3:20])[CH:17]=[CH:16][C:12]=2[C:13](=[O:15])[CH:14]=1)(=O)[NH2:7]>CN(C)C=O>[C:6]([C:9]1[O:10][C:11]2[CH:19]=[C:18]([CH3:20])[CH:17]=[CH:16][C:12]=2[C:13](=[O:15])[CH:14]=1)#[N:7]. Procedure details: 26.41g (17.22 mmoles) of phosphorus oxychloride is added to 100 ml dimethylformamide at 0° C. and stirred at 0° C. for 15 minutes at room temperature for 30 minutes. 7.0g (34.45 mmoles) 2-carbamyl-7-methyl-4-oxo-4H-1-benzopyran is added and the mixture stirred at room temperature overnight, then poured into ice water and is allowed to stand for 1 hour at room temperature. The resulting precipitate is filtered off, redissolved in ethyl acetate, decolorized with carbon, filtered and the filtrate c... Reactants: N1C(=O)CCC2=CC=CC=C12 (3,4-dihydrocarbostyril), C1(CCCO1)=O (γ-butyrolacton), polyphosphoric acid. Run in ice water. Run at time 10 hour. The product is OCCCC(=O)C=1C=C2CCC(NC2=CC1)=O (6-(4-hydroxy-1-oxobutyl)-3,4-dihydrocarbostyril). RXN SMILES: [NH:1]1[C:11]2[C:6](=[CH:7][CH:8]=[CH:9][CH:10]=2)[CH2:5][CH2:4][C:2]1=[O:3].[C:12]1(=[O:17])[O:16][CH2:15][CH2:14][CH2:13]1>>[OH:17][CH2:12][CH2:13][CH2:14][C:15]([C:8]1[CH:7]=[C:6]2[C:11](=[CH:10][CH:9]=1)[NH:1][C:2](=[O:3])[CH2:4][CH2:5]2)=[O:16]. Reported procedure: 14.4 Grams of 3,4-dihydrocarbostyril and 10 g of γ-butyrolacton were mixed into 120 g of polyphosphoric acid and stirred at 80°-90° C. for 10 hours. The reaction mixture was poured into 300 ml of ice-water and was allowed to stand overnight. Then the precipitates thus formed were collected by filtration and washed with water, then recrystallized from ethanol-ethyl acetate to obtain 9.5 g of 6-(4-hydroxy-1-oxobutyl)-3,4-dihydrocarbostyril, having the melting point of 175°-176° C. in colorless pri... The reactants are [BH4-], C=CCN=CC(C)(C)CC=C, CO, [Na+]. Product: C=CCNCC(C)(C)CC=C. Reaction SMILES: [BH4-:12].[CH2:1]([CH:2]=[CH2:3])[N:4]=[CH:5][C:6]([CH2:7][CH:8]=[CH2:9])([CH3:10])[CH3:11].[CH3:14][OH:15].[Na+:13]>>[CH2:1]([CH:2]=[CH2:3])[NH:4][CH2:5][C:6]([CH2:7][CH:8]=[CH2:9])([CH3:10])[CH3:11]. Reactants: CCCCCCCCCC(C)NC(=O)C=C(c1ccccc1)c1cccc([N+](=O)[O-])c1, CC(=O)O, [Fe]. Product: CCCCCCCCCC(C)NC(=O)C=C(c1ccccc1)c1cccc(N)c1. As a reaction SMILES: [CH3:1][CH:2]([CH2:3][CH2:4][CH2:5][CH2:6][CH2:7][CH2:8][CH2:9][CH2:10][CH3:11])[NH:12][C:13]([CH:14]=[C:15]([c:16]1[cH:17][c:18]([N+:22]([O-:23])=[O:24])[cH:19][cH:20][cH:21]1)[c:25]1[cH:26][cH:27][cH:28][cH:29][cH:30]1)=[O:31].[CH3:32][C:33](=[O:34])[OH:35].[Fe:36]>>[CH3:1][CH:2]([CH2:3][CH2:4][CH2:5][CH2:6][CH2:7][CH2:8][CH2:9][CH2:10][CH3:11])[NH:12][C:13]([CH:14]=[C:15]([c:16]1[cH:17][c:18]([NH2:22])[cH:19][cH:20][cH:21]1)[c:25]1[cH:26][cH:27][cH:28][cH:29][cH:30]1)=[O:31].